From a dataset of the Open Reaction Database (ORD), a public repository of structured organic reaction records. describe an organic reaction: reactants, conditions, products, and yield Reactants: NN (hydrazine), COC1=CC=C(C=C1)C=CC=1C=C2C(OC(=O)C2=CC1)O (5-(p-methoxyphenyl)ethenyl-3-hydroxyphthalide). The solvent is C(C)O (ethanol). Run at time 5 hour. Product: COC1=CC=C(C=C1)/C=C/C=1C=C2C=NNC(C2=CC1)=O (Trans-6-[2-(4-methoxyphenyl)ethenyl]-1(2H)-phthalazinone). Reaction SMILES: [NH2:1][NH2:2].[CH3:3][O:4][C:5]1[CH:10]=[CH:9][C:8]([CH:11]=[CH:12][C:13]2[CH:14]=[C:15]3[C:20](=[CH:21][CH:22]=2)[C:18](=O)[O:17][CH:16]3O)=[CH:7][CH:6]=1>C(O)C>[CH3:3][O:4][C:5]1[CH:10]=[CH:9][C:8](/[CH:11]=[CH:12]/[C:13]2[CH:14]=[C:15]3[C:20](=[CH:21][CH:22]=2)[C:18](=[O:17])[NH:2][N:1]=[CH:16]3)=[CH:7][CH:6]=1. Procedure: Nine and one-half ml of hydrazine was added to a solution of 8.0 gm 5-(p-methoxyphenyl)ethenyl-3-hydroxyphthalide in 100 ml ethanol and the mixture was refluxed with stirring for 5 hours. The reaction mixture was cooled and the product filtered off and washed with isopropanol and dried. Wt=4.0 gm, m.p.=280°-289°. Starting materials: C(C)(=O)OCCC1=CNC=2N=C(N=C(C21)Cl)SC (5-(2-Acetoxyethyl)-4-chloro-2-methylsulfanyl-7H-pyrrolo[2,3-d]pyrimidine), [Si](C)(C)(C(C)(C)C)Cl (tert-butyldimethylsilyl chloride). Solvent: CO (methanol). Conditions: time 8 hour. Product: [Si](C)(C)(C(C)(C)C)OCCC1=CNC=2N=C(N=C(C21)Cl)SC (5-(2-tert-Butyldimethylsilyloxyethyl)-4-chloro-2-methylsulfanyl-7H-pyrrolo[2,3-d]pyrimidine). As a reaction SMILES: C([O:4][CH2:5][CH2:6][C:7]1[C:15]2[C:14]([Cl:16])=[N:13][C:12]([S:17][CH3:18])=[N:11][C:10]=2[NH:9][CH:8]=1)(=O)C.[Si:19](Cl)([C:22]([CH3:25])([CH3:24])[CH3:23])([CH3:21])[CH3:20]>CO>[Si:19]([O:4][CH2:5][CH2:6][C:7]1[C:15]2[C:14]([Cl:16])=[N:13][C:12]([S:17][CH3:18])=[N:11][C:10]=2[NH:9][CH:8]=1)([C:22]([CH3:25])([CH3:24])[CH3:23])([CH3:21])[CH3:20]. Reported procedure: 5-(2-Acetoxyethyl)-4-chloro-2-methylsulfanyl-7H-pyrrolo[2,3-d]pyrimidine 2.5 (750 mg, 1.66 mmol) was de-acetylated with methanol-aq ammonia (100 ml) and dried by co-evaporation with dry pyridine. The residue was dissolved in dry pyridine (80 ml) and tert-butyldimethylsilyl chloride (598 mg, 3.94 mmol) added. The solution was stirred overnight, evaporated, and residual pyridine removed by co-evaporation with water (2×20 ml). The residue was dissolved in chloroform (500 ml), washed with saturated ... The reactants are CC(C)(C)SCc1cc(NC(=O)C(C)(C)C)ccc1CBr, O=C([O-])[O-], CC#N, [Cs+], [Cs+], N#CCc1cn[nH]c1. Product: CC(C)(C)SCc1cc(NC(=O)C(C)(C)C)ccc1Cn1cc(CC#N)cn1. RXN SMILES: [Br:9][CH2:10][c:11]1[c:12]([CH2:24][S:25][C:26]([CH3:27])([CH3:28])[CH3:29])[cH:13][c:14]([NH:17][C:18]([C:19]([CH3:20])([CH3:21])[CH3:22])=[O:23])[cH:15][cH:16]1.[C:30](=[O:31])([O-:32])[O-:33].[CH3:36][C:37]#[N:38].[Cs+:34].[Cs+:35].[nH:1]1[n:2][cH:3][c:4]([CH2:6][C:7]#[N:8])[cH:5]1>>[n:1]1([CH2:10][c:11]2[c:12]([CH2:24][S:25][C:26]([CH3:27])([CH3:28])[CH3:29])[cH:13][c:14]([NH:17][C:18]([C:19]([CH3:20])([CH3:21])[CH3:22])=[O:23])[cH:15][cH:16]2)[n:2][cH:3][c:4]([CH2:6][C:7]#[N:8])[cH:5]1. The reactants are B(Br)(Br)Br (BBr3), COC1=C2CCC(CC2=CC=C1)N(C)C (N-(5-Methoxy-1,2,3,4-tetrahydronaphthalen-2-yl)-N,N-dimethylamine), N (NH3). Solvent: C(Cl)Cl (CH2Cl2). Conditions: temperature 0 celsius, time 14 hour. Yields the product CN(C1CC=2C=CC=C(C2CC1)O)C (6-(Dimethylamino)-5,6,7,8-tetrahydronaphthalen-1-ol). Isolated yield 33.9%. As a reaction SMILES: C[O:2][C:3]1[CH:12]=[CH:11][CH:10]=[C:9]2[C:4]=1[CH2:5][CH2:6][CH:7]([N:13]([CH3:15])[CH3:14])[CH2:8]2.B(Br)(Br)Br.N>C(Cl)Cl>[CH3:14][N:13]([CH3:15])[CH:7]1[CH2:6][CH2:5][C:4]2[C:3]([OH:2])=[CH:12][CH:11]=[CH:10][C:9]=2[CH2:8]1. Procedure details: N-(5-Methoxy-1,2,3,4-tetrahydronaphthalen-2-yl)-N,N-dimethylamine (8.86 g, 43.156 mmol) was dissolved in CH2Cl2 (200 mL), cooled to 0° C. and BBr3 (1.0 M in CH2Cl2, 51.8 mL, 51.788 mmol) was added over a period of 20 min. The reaction mixture was allowed to reach r.t. while stirring overnight (ca. 14 h). The mixture was cooled again to 0° C., NH3 aq. (25%, 50 mL) was added slowly and the mixture was stirred at 0° C. for 15 min. The salts were filtered off, layers were separated and the aqueous p... The reactants are FC=1C=C(C=CC1)B(O)O (3-Fluorophenylboronic acid), 4A, C(C)(C)(C)C1=NNC(=C1)C(=O)OCC (ethyl 3-tert-butyl-1H-pyrazole-5-carboxylate), N1=CC=CC=C1 (pyridine). The reagents and catalysts are CC(=O)[O-].CC(=O)[O-].[Cu+2] (Cu(OAc)2). The solvent is C(Cl)Cl (CH2Cl2), CCOC(=O)C (EtOAc). Conditions: time 4 day. Product: C(C)(C)(C)C1=NN(C(=C1)C(=O)OCC)C1=CC(=CC=C1)F (ethyl 3-tert-butyl-1-(3-fluorophenyl)-1H-pyrazole-5-carboxylate). Isolated yield 54.1%. RXN SMILES: [F:1][C:2]1[CH:3]=[C:4](B(O)O)[CH:5]=[CH:6][CH:7]=1.[C:11]([C:15]1[CH:19]=[C:18]([C:20]([O:22][CH2:23][CH3:24])=[O:21])[NH:17][N:16]=1)([CH3:14])([CH3:13])[CH3:12].N1C=CC=CC=1>C(Cl)Cl.CCOC(C)=O.CC([O-])=O.CC([O-])=O.[Cu+2]>[C:11]([C:15]1[CH:19]=[C:18]([C:20]([O:22][CH2:23][CH3:24])=[O:21])[N:17]([C:4]2[CH:5]=[CH:6][CH:7]=[C:2]([F:1])[CH:3]=2)[N:16]=1)([CH3:14])([CH3:12])[CH3:13] |f:5.6.7|. Procedure: 3-Fluorophenylboronic acid (0.70 g, 5.0 mmol), ethyl 3-tert-butyl-1H-pyrazole-5-carboxylate (0.981 g, 5.0 mmol), Cu(OAc)2 (0.908 g, 5.0 mmol), pyridine (2.45 ml, 30 mmol) and 4A MS (1.9 g) were combined in CH2Cl2 (48 ml) and stirred open to air at RT for 4 d. The reaction mixture was diluted with EtOAc (150 mL), washed with 3M HCl (2×50 mL), H2O (50 mL) and brine (50 mL), dried (MgSO4) and concentrated in vacuo. The crude product was purified by chromatography to afford ethyl 3-tert-butyl-1-(3-f...